This data is from the Open Reaction Database (ORD), a public repository of structured organic reaction records. The task is: describe an organic reaction: reactants, conditions, products, and yield Solvent: C1(=CC=CC=C1)C (toluene). The reagents and catalysts are CN(C=O)C (dimethylformamide). Reaction SMILES: [N:1]1[CH:6]=[CH:5][CH:4]=[CH:3][C:2]=1[C:7]([OH:9])=O.S(Cl)([Cl:12])=O>C1(C)C=CC=CC=1.CN(C)C=O>[N:1]1[CH:6]=[CH:5][CH:4]=[CH:3][C:2]=1[C:7]([Cl:12])=[O:9]. Yields the product N1=C(C=CC=C1)C(=O)Cl (picolinic acid chloride). The reactants are N1=C(C=CC=C1)C(=O)O (pyridine-2-carboxylic acid), S(=O)(Cl)Cl (thionyl chloride). Reported procedure: 10.0% of pyridine-2-carboxylic acid were suspended in 150 ml of toluene and the suspension was heated to reflux for 2 hours with 17.7 ml of thionyl chloride and 3 drops of dimethylformamide. Thereafter, the mixture was evaporated to dryness under reduced pressure, the residue was treated with toluene and again evaporated to dryness. There was obtained picolinic acid chloride as dark green crystals which were used directly in the next step. Reactants: NC1=CC=C(C(=O)OCC)C=C1 (ethyl p-aminobenzoate), C(OCC)(OCC)OCC (triethyl orthoformate), FC(C(=O)O)(F)F (trifluoroacetic acid). Reaction conditions: time 1 day. The product is CNC1=CC=C(C(=O)OCC)C=C1 (ethyl 4-(methylamino)benzoate). Isolated yield 46.5%. RXN SMILES: [NH2:1][C:2]1[CH:12]=[CH:11][C:5]([C:6]([O:8][CH2:9][CH3:10])=[O:7])=[CH:4][CH:3]=1.[CH:13](OCC)(OCC)OCC.FC(F)(F)C(O)=O>>[CH3:13][NH:1][C:2]1[CH:3]=[CH:4][C:5]([C:6]([O:8][CH2:9][CH3:10])=[O:7])=[CH:11][CH:12]=1. Procedure: A mixture of ethyl p-aminobenzoate (25.2 g), triethyl orthoformate (80 g) and trifluoroacetic acid (0.2 mL) is refluxed under heating for 3 hours. After cooling, the reaction mixture is concentrated in vacuo and the residue is subjected to azeotropic distillation with ethanol. The residue is suspended in ethanol (400 mL) and thereto is added sodium borohydride (23 g), and the mixture is refluxed under heating for 3 hours. After cooling, to the reaction mixture is added ethyl acetate and water. T... The reactants are CSc1c(CC(=O)OC(C)(C)C)ccc2c3ccccc3n(Cc3ccccc3)c12, C[Si](C)(C)[N-][Si](C)(C)C, [Cl-], [Li+], [NH4+], O, C1CCOC1. The product is CSc1c(C(O)C(=O)OC(C)(C)C)ccc2c3ccccc3n(Cc3ccccc3)c12. RXN SMILES: [CH2:11]([c:12]1[cH:13][cH:14][cH:15][cH:16][cH:17]1)[n:18]1[c:19]2[cH:20][cH:21][cH:22][cH:23][c:24]2[c:25]2[cH:26][cH:27][c:28]([CH2:33][C:34](=[O:35])[O:36][C:37]([CH3:38])([CH3:39])[CH3:40])[c:29]([S:31][CH3:32])[c:30]12.[CH3:1][Si:2]([CH3:3])([CH3:4])[N-:5][Si:6]([CH3:7])([CH3:8])[CH3:9].[Cl-:42].[Li+:10].[NH4+:43].[O:41].[O:44]1[CH2:45][CH2:46][CH2:47][CH2:48]1>>[CH2:11]([c:12]1[cH:13][cH:14][cH:15][cH:16][cH:17]1)[n:18]1[c:19]2[cH:20][cH:21][cH:22][cH:23][c:24]2[c:25]2[cH:26][cH:27][c:28]([CH:33]([C:34](=[O:35])[O:36][C:37]([CH3:38])([CH3:39])[CH3:40])[OH:44])[c:29]([S:31][CH3:32])[c:30]12. Starting materials: CC1=NC=CC(=C1)C(CC(C1=C(C=CC=C1)C(F)(F)F)C1=CC=C(C=C1)C1=CC=C(C=C1)C(=O)O)=O (4′-[3-(2-methyl-pyridin-4-yl)-3-oxo-1-(2-trifluoromethyl-phenyl)-propyl]-biphenyl-4-carboxylic acid), Cl.NO (hydroxylamine hydrochloride), C(=O)(O)[O-].[Na+] (NaHCO3). Product: O\N=C(/CC(C1=C(C=CC=C1)C(F)(F)F)C1=CC=C(C=C1)C1=CC=C(C=C1)C(=O)O)\C1=CC(=NC=C1)C (4′-[3-[(E)-Hydroxyimino]-3-(2-methyl-pyridin-4-yl)-1-(2-trifluoromethyl-phenyl)-propyl]-biphenyl-4-carboxylic acid). RXN SMILES: [CH3:1][C:2]1[CH:7]=[C:6]([C:8](=O)[CH2:9][CH:10]([C:21]2[CH:26]=[CH:25][C:24]([C:27]3[CH:32]=[CH:31][C:30]([C:33]([OH:35])=[O:34])=[CH:29][CH:28]=3)=[CH:23][CH:22]=2)[C:11]2[CH:16]=[CH:15][CH:14]=[CH:13][C:12]=2[C:17]([F:20])([F:19])[F:18])[CH:5]=[CH:4][N:3]=1.Cl.[NH2:38][OH:39].C([O-])(O)=O.[Na+]>>[OH:39]/[N:38]=[C:8](/[C:6]1[CH:5]=[CH:4][N:3]=[C:2]([CH3:1])[CH:7]=1)\[CH2:9][CH:10]([C:21]1[CH:26]=[CH:25][C:24]([C:27]2[CH:32]=[CH:31][C:30]([C:33]([OH:35])=[O:34])=[CH:29][CH:28]=2)=[CH:23][CH:22]=1)[C:11]1[CH:16]=[CH:15][CH:14]=[CH:13][C:12]=1[C:17]([F:19])([F:20])[F:18] |f:1.2,3.4|. Reported procedure: In analogy to example 132, step 6, from 4′-[3-(2-methyl-pyridin-4-yl)-3-oxo-1-(2-trifluoromethyl-phenyl)-propyl]-biphenyl-4-carboxylic acid and hydroxylamine hydrochloride in the presence of NaHCO3 was prepared the title compound as a light yellow solid, MS (ESI+): m/z=505.173 ([M+H]+). Isolated yield 87.2%. Reactants: O=C1C=C(OC2=C1C=CC(=C2CCC)OCC2=CC=CC=C2)C=CC(=O)OCC (ethyl 3-(4-oxo-7-phenylmethoxy-8-propyl-4H-1-benzopyran-2-yl)-2-propenoate). Solvent: C(C)(=O)O (acetic acid). Reaction SMILES: O=[C:2]1[C:7]2[CH:8]=[CH:9][C:10]([O:15]CC3C=CC=CC=3)=[C:11]([CH2:12][CH2:13][CH3:14])[C:6]=2[O:5][C:4]([CH:23]=[CH:24][C:25]([O:27][CH2:28][CH3:29])=[O:26])=[CH:3]1>C(O)(=O)C.[Pd]>[OH:15][C:10]1[CH:9]=[CH:8][C:7]2[CH2:2][CH2:3][CH:4]([CH2:23][CH2:24][C:25]([O:27][CH2:28][CH3:29])=[O:26])[O:5][C:6]=2[C:11]=1[CH2:12][CH2:13][CH3:14]. Procedure: A solution of 2.0 g (5.1 mmole) ethyl 3-(4-oxo-7-phenylmethoxy-8-propyl-4H-1-benzopyran-2-yl)-2-propenoate in 40 ml of acetic acid was hydrogenated at 50 psi and 70° over 5% palladium on carbon catalyst. The catalyst was removed by filtration and the filtrate was evaporated to dryness to give 1.3 g of the title compound as an oil. Structure assignment was supported by nmr and infrared spectra. The reagents and catalysts are [Pd] (palladium on carbon). Product: OC1=C(C2=C(CCC(O2)CCC(=O)OCC)C=C1)CCC (ethyl 3-(3,4-dihydro-7-hydroxy-8-propyl-2H-1-benzopyran-2-yl)propanoate).